Task: describe an organic reaction: reactants, conditions, products, and yield. Dataset: the Open Reaction Database (ORD), a public repository of structured organic reaction records Yield: 98.9%. The product is ClCC(=O)C=1C=C2CC(NC2=CC1)=O (5-chloroacetyl-oxindole). Reaction SMILES: [Cl-].[Al+3].[Cl-].[Cl-].[Cl:5][CH2:6][C:7](Cl)=[O:8].[NH:10]1[C:18]2[C:13](=[CH:14][CH:15]=[CH:16][CH:17]=2)[CH2:12][C:11]1=[O:19]>C(=S)=S>[Cl:5][CH2:6][C:7]([C:15]1[CH:14]=[C:13]2[C:18](=[CH:17][CH:16]=1)[NH:10][C:11](=[O:19])[CH2:12]2)=[O:8] |f:0.1.2.3|. The solvent is C(=S)=S (carbon disulfide). Reactants: [Cl-].[Al+3].[Cl-].[Cl-] (aluminum chloride), ClCC(=O)Cl (chloroacetyl chloride), N1C(CC2=CC=CC=C12)=O (oxindole). Reaction conditions: time 10 minute. Procedure details: To a 250 ml round-bottomed flask equipped with condenser and nitrogen inlet were added 30.7 grams (230 mmol) aluminum chloride, 150 ml carbon disulfide, and 3.8 ml (48 mmol) chloroacetyl chloride. To the stirring mixture was added 5.0 grams (37 mmol) of oxindole portionwise over 15 minutes. The reaction was stirred a further 10 minutes, then refluxed 2 hours. The reaction was cooled, added to ice, stirred thoroughly, and the beige precipitate filtered, washed with water, and dried to afford 7.67... Starting materials: BrC1=CC(=C(C=C1)C(C#N)CC=1C=NC=CC1)C (2-(4-bromo-2-methylphenyl)-3-pyridin-3-ylpropanenitrile), COCCCC1=C(C=CC=C1)B(O)O ([2-(3-methoxypropyl)phenyl]boronic acid), palladium tetrakistriphenyl phosphine, [F-].[Cs+] (CsF). Run in COCCOC (DME), O (water). Yields the product COCCCC1=C(C=CC=C1)C1=CC(=C(C=C1)C(C#N)CC=1C=NC=CC1)C (2-[2′-(3-methoxypropyl)-3-methylbiphenyl-4-yl]-3-pyridin-3-ylpropanenitrile). RXN SMILES: Br[C:2]1[CH:7]=[CH:6][C:5]([CH:8]([CH2:11][C:12]2[CH:13]=[N:14][CH:15]=[CH:16][CH:17]=2)[C:9]#[N:10])=[C:4]([CH3:18])[CH:3]=1.[CH3:19][O:20][CH2:21][CH2:22][CH2:23][C:24]1[CH:29]=[CH:28][CH:27]=[CH:26][C:25]=1B(O)O.[F-].[Cs+]>COCCOC.O>[CH3:19][O:20][CH2:21][CH2:22][CH2:23][C:24]1[CH:29]=[CH:28][CH:27]=[CH:26][C:25]=1[C:2]1[CH:7]=[CH:6][C:5]([CH:8]([CH2:11][C:12]2[CH:13]=[N:14][CH:15]=[CH:16][CH:17]=2)[C:9]#[N:10])=[C:4]([CH3:18])[CH:3]=1 |f:2.3|. Procedure: To a solution 2-(4-bromo-2-methylphenyl)-3-pyridin-3-ylpropanenitrile (1 eq.) from step 1 and [2-(3-methoxypropyl)phenyl]boronic acid from EXAMPLE 3, step 1 (1.2 eq.) in DME (0.1M) at room temperature was added palladium tetrakistriphenyl phosphine (Pd(PPh3)4; 0.05 eq.) and CsF (2.4 eq.). The mixture was refluxed for 2 h, cooled to room temperature, poured in water and extracted with EtOAc. The organic extract was washed with water, brine, dried over Na2SO4 filtered and concentrated. Purificatio...